This data is from the Open Reaction Database (ORD), a public repository of structured organic reaction records. The task is: describe an organic reaction: reactants, conditions, products, and yield The reactants are C([O-])([O-])=O.[K+].[K+] (potassium carbonate), C1(CC1)NC=1C(=CC=C(C1)F)N (N2-cyclopropyl-4-fluorobenzene-1,2-diamine), OC(C)(C)C=1C=C(C=NC1)C=O (5-(2-Hydroxypropan-2-yl)pyridine-3-carbaldehyde), OOS(=O)[O-].[K+] (OXONE). Run in C(C)(=O)OCC (ethyl acetate), O (water), C(C)(=O)OCC (Ethyl acetate), CN(C)C=O (DMF), O (water). Reaction conditions: time 1 hour. Product: C1(CC1)N1C(=NC2=C1C=C(C=C2)F)C=2C=C(C=NC2)C(C)(C)O (2-[5-(1-cyclopropyl-6-fluoro-1H-benzimidazol-2-yl)pyridin-3-yl]propan-2-ol). As a reaction SMILES: [CH:1]1([NH:4][C:5]2[C:6]([NH2:12])=[CH:7][CH:8]=[C:9]([F:11])[CH:10]=2)[CH2:3][CH2:2]1.[OH:13][C:14]([C:17]1[CH:18]=[C:19]([CH:23]=O)[CH:20]=[N:21][CH:22]=1)([CH3:16])[CH3:15].OOS([O-])=O.[K+].C(=O)([O-])[O-].[K+].[K+]>CN(C=O)C.O.C(OCC)(=O)C>[CH:1]1([N:4]2[C:5]3[CH:10]=[C:9]([F:11])[CH:8]=[CH:7][C:6]=3[N:12]=[C:23]2[C:19]2[CH:18]=[C:17]([C:14]([OH:13])([CH3:15])[CH3:16])[CH:22]=[N:21][CH:20]=2)[CH2:3][CH2:2]1 |f:2.3,4.5.6|. Reported procedure: To a solution of N2-cyclopropyl-4-fluorobenzene-1,2-diamine (0.479 g, 2.88 mmol) in DMF (6.97 mL) and water (0.23 mL) were added the title compound from Step C (0.302 g, 1.83 mmol) and OXONE® (0.729 g, 1.19 mmol). The resulting mixture was stirred at room temperature for 1 hour, then diluted with ethyl acetate and water. Solid potassium carbonate was added until the aqueous layer was basic (pH ˜9). Ethyl acetate was added, and the organic layer was separated, washed with water and brine, dried o... Starting materials: COC(=O)c1cc(N)cc(-c2ccc(C)cn2)c1, CCN=C=NCCCN(C)C, CC#N, CC(F)(F)C(=O)O, On1nnc2ccccc21. The product is COC(=O)c1cc(NC(=O)C(C)(F)F)cc(-c2ccc(C)cn2)c1. Reaction SMILES: [CH3:1][O:2][C:3]([c:4]1[cH:5][c:6]([NH2:17])[cH:7][c:8](-[c:10]2[n:11][cH:12][c:13]([CH3:16])[cH:14][cH:15]2)[cH:9]1)=[O:18].[CH3:26][CH2:27][N:28]=[C:29]=[N:30][CH2:31][CH2:32][CH2:33][N:34]([CH3:35])[CH3:36].[CH3:47][C:48]#[N:49].[F:19][C:20]([C:21](=[O:22])[OH:23])([CH3:24])[F:25].[OH:37][n:38]1[c:39]2[c:40]([cH:41][cH:42][cH:43][cH:44]2)[n:45][n:46]1>>[CH3:1][O:2][C:3]([c:4]1[cH:5][c:6]([NH:17][C:21]([C:20]([F:19])([CH3:24])[F:25])=[O:22])[cH:7][c:8](-[c:10]2[n:11][cH:12][c:13]([CH3:16])[cH:14][cH:15]2)[cH:9]1)=[O:18]. Reactants: CO, C=CC(C)(Cc1c[nH]c(C(C)(O)Cc2ccc(-c3ccc(F)cn3)cc2)n1)C(F)(F)F, [H][H]. Product: CCC(C)(Cc1c[nH]c(C(C)(O)Cc2ccc(-c3ccc(F)cn3)cc2)n1)C(F)(F)F. RXN SMILES: [CH3:34][OH:35].[F:1][c:2]1[cH:3][cH:4][c:5](-[c:8]2[cH:9][cH:10][c:11]([CH2:14][C:15]([CH3:16])([OH:17])[c:18]3[nH:19][cH:20][c:21]([CH2:23][C:24]([CH:25]=[CH2:26])([C:27]([F:28])([F:29])[F:30])[CH3:31])[n:22]3)[cH:12][cH:13]2)[n:6][cH:7]1.[H:32][H:33]>>[F:1][c:2]1[cH:3][cH:4][c:5](-[c:8]2[cH:9][cH:10][c:11]([CH2:14][C:15]([CH3:16])([OH:17])[c:18]3[nH:19][cH:20][c:21]([CH2:23][C:24]([CH2:25][CH3:26])([C:27]([F:28])([F:29])[F:30])[CH3:31])[n:22]3)[cH:12][cH:13]2)[n:6][cH:7]1. Starting materials: BrC=1C=C(C(=NC1)CCCCN)C (5-bromo-2-(4-aminobutyl)-3-methyl pyridine), [N+](=O)([O-])NC1=NC=C(C(N1)=O)CC=1C=NC(=CC1C)C (2-nitroamino-5-(4,6-dimethyl-3-pyridylmethyl)-4-pyrimidone). Solvent: C1(=CC=CC=C1)OC (anisole), Petroleum ether. Product: BrC=1C=C(C(=NC1)CCCCNC1=NC=C(C(N1)=O)CC=1C=NC(=CC1C)C)C (2-[4-(5-bromo-3-methylpyrid-2-yl)-butylamino]-5-(4,6-dimethyl-3-pyridylmethyl)-4-pyrimidone). The yield is 60.3%. RXN SMILES: [Br:1][C:2]1[CH:3]=[C:4]([CH3:13])[C:5]([CH2:8][CH2:9][CH2:10][CH2:11][NH2:12])=[N:6][CH:7]=1.[N+](N[C:18]1[NH:23][C:22](=[O:24])[C:21]([CH2:25][C:26]2[CH:27]=[N:28][C:29]([CH3:33])=[CH:30][C:31]=2[CH3:32])=[CH:20][N:19]=1)([O-])=O>C1(OC)C=CC=CC=1>[Br:1][C:2]1[CH:3]=[C:4]([CH3:13])[C:5]([CH2:8][CH2:9][CH2:10][CH2:11][NH:12][C:18]2[NH:23][C:22](=[O:24])[C:21]([CH2:25][C:26]3[CH:27]=[N:28][C:29]([CH3:33])=[CH:30][C:31]=3[CH3:32])=[CH:20][N:19]=2)=[N:6][CH:7]=1. Reported procedure: A mixture of 5-bromo-2-(4-aminobutyl)-3-methyl pyridine, (0.68 g) and 2-nitroamino-5-(4,6-dimethyl-3-pyridylmethyl)-4-pyrimidone (0.83 g) in anisole (25 ml) were refluxed for 4 hrs. Petroleum ether was added to precipitate the product which was then chromatographed on a silica gel column eluting with chloroform. The product was crystallised from ethyl acetate to give 2-[4-(5-bromo-3-methylpyrid-2-yl)-butylamino]-5-(4,6-dimethyl-3-pyridylmethyl)-4-pyrimidone (0.77 g) m.p. 110°-112° C. The reactants are C(C1=CC=CC=C1)OC1=C2CCCC(C2=CC=C1)C(=O)N(CC=1C=NNC1)C1=CC=C(C=C1)C(C)C (5-benzyloxy-N-(4-isopropylphenyl)-N-[(pyrazol-4-yl)methyl]-1,2,3,4-tetrahydronaphthalene-1-carboxamide), BrCC(=O)OCC (ethyl bromoacetate). The product is C(C1=CC=CC=C1)OC1=C2CCCC(C2=CC=C1)C(=O)N(C1=CC=C(C=C1)C(C)C)CC=1C=NN(C1)CC(=O)OCC (ethyl 2-(4-{[N-(5-benzyloxy-1,2,3,4-tetrahydronaphthalen-1-ylcarbonyl)-N-(4-isopropylphenyl)amino]methyl}pyrazol-1-yl)acetate). RXN SMILES: [CH2:1]([O:8][C:9]1[CH:18]=[CH:17][CH:16]=[C:15]2[C:10]=1[CH2:11][CH2:12][CH2:13][CH:14]2[C:19]([N:21]([C:28]1[CH:33]=[CH:32][C:31]([CH:34]([CH3:36])[CH3:35])=[CH:30][CH:29]=1)[CH2:22][C:23]1[CH:24]=[N:25][NH:26][CH:27]=1)=[O:20])[C:2]1[CH:7]=[CH:6][CH:5]=[CH:4][CH:3]=1.Br[CH2:38][C:39]([O:41][CH2:42][CH3:43])=[O:40]>>[CH2:1]([O:8][C:9]1[CH:18]=[CH:17][CH:16]=[C:15]2[C:10]=1[CH2:11][CH2:12][CH2:13][CH:14]2[C:19]([N:21]([CH2:22][C:23]1[CH:27]=[N:26][N:25]([CH2:38][C:39]([O:41][CH2:42][CH3:43])=[O:40])[CH:24]=1)[C:28]1[CH:29]=[CH:30][C:31]([CH:34]([CH3:36])[CH3:35])=[CH:32][CH:33]=1)=[O:20])[C:2]1[CH:3]=[CH:4][CH:5]=[CH:6][CH:7]=1. Procedure details: By the reaction and treatment in the same manner as in Example 83 using 5-benzyloxy-N-(4-isopropylphenyl)-N-[(pyrazol-4-yl)methyl]-1,2,3,4-tetrahydronaphthalene-1-carboxamide (1.12 g) and ethyl bromoacetate (0.31 mL), ethyl 2-(4-{[N-(5-benzyloxy-1,2,3,4-tetrahydronaphthalen-1-ylcarbonyl)-N-(4-isopropylphenyl)amino]methyl}pyrazol-1-yl)acetate (0.66 g) was obtained. This compound was dissolved in ethanol (20 mL), and 1 mol/L-aqueous sodium hydroxide solution (1.22 mL) was added. The mixture was st... The reactants are CCO, CS, Cc1[nH]c(=O)sc1C(=O)c1ccc(F)cc1. Yields the product CSc1ccc(C(=O)c2sc(=O)[nH]c2C)cc1. Reaction SMILES: [CH3:19][CH2:20][OH:21].[CH3:1][SH:2].[F:3][c:4]1[cH:5][cH:6][c:7]([C:8](=[O:9])[c:10]2[c:11]([CH3:16])[nH:12][c:13](=[O:15])[s:14]2)[cH:17][cH:18]1>>[CH3:1][S:2][c:4]1[cH:5][cH:6][c:7]([C:8](=[O:9])[c:10]2[c:11]([CH3:16])[nH:12][c:13](=[O:15])[s:14]2)[cH:17][cH:18]1. Yields the product Cc1cnn(C2CC(n3cnc4c(NCC(c5ccccc5)c5ccccc5)nc(NCCNS(C)(=O)=O)nc43)C(O)C2O)c1. Starting materials: Cc1cnn(C2CC(n3cnc4c(NCC(c5ccccc5)c5ccccc5)nc(NCCN)nc43)C(O)C2O)c1, CS(=O)(=O)Cl. Reaction SMILES: [NH2:1][CH2:2][CH2:3][NH:4][c:5]1[n:6][c:7]([NH:27][CH2:28][CH:29]([c:30]2[cH:31][cH:32][cH:33][cH:34][cH:35]2)[c:36]2[cH:37][cH:38][cH:39][cH:40][cH:41]2)[c:8]2[n:9][cH:10][n:11]([CH:14]3[CH:15]([OH:26])[CH:16]([OH:25])[CH:17]([n:19]4[n:20][cH:21][c:22]([CH3:24])[cH:23]4)[CH2:18]3)[c:12]2[n:13]1.[S:42](=[O:43])(=[O:44])([CH3:45])[Cl:46]>>[NH:1]([CH2:2][CH2:3][NH:4][c:5]1[n:6][c:7]([NH:27][CH2:28][CH:29]([c:30]2[cH:31][cH:32][cH:33][cH:34][cH:35]2)[c:36]2[cH:37][cH:38][cH:39][cH:40][cH:41]2)[c:8]2[n:9][cH:10][n:11]([CH:14]3[CH:15]([OH:26])[CH:16]([OH:25])[CH:17]([n:19]4[n:20][cH:21][c:22]([CH3:24])[cH:23]4)[CH2:18]3)[c:12]2[n:13]1)[S:42](=[O:43])(=[O:44])[CH3:45].